From a dataset of the Open Reaction Database (ORD), a public repository of structured organic reaction records. describe an organic reaction: reactants, conditions, products, and yield Reactants: CO, COC(=O)c1ccc2ccc(-c3ccc(OCc4c(-c5c(Cl)cccc5Cl)noc4C(C)C)cc3)cc2c1, [Na+], C1CCOC1, [OH-]. Product: CC(C)c1onc(-c2c(Cl)cccc2Cl)c1COc1ccc(-c2ccc3ccc(C(=O)O)cc3c2)cc1. RXN SMILES: [CH3:39][OH:40].[Cl:1][c:2]1[c:3](-[c:9]2[n:10][o:11][c:12]([CH:36]([CH3:37])[CH3:38])[c:13]2[CH2:14][O:15][c:16]2[cH:17][cH:18][c:19](-[c:22]3[cH:23][cH:24][c:25]4[cH:26][cH:27][c:28]([C:32](=[O:33])[O:34][CH3:35])[cH:29][c:30]4[cH:31]3)[cH:20][cH:21]2)[c:4]([Cl:8])[cH:5][cH:6][cH:7]1.[Na+:42].[O:43]1[CH2:44][CH2:45][CH2:46][CH2:47]1.[OH-:41]>>[Cl:1][c:2]1[c:3](-[c:9]2[n:10][o:11][c:12]([CH:36]([CH3:37])[CH3:38])[c:13]2[CH2:14][O:15][c:16]2[cH:17][cH:18][c:19](-[c:22]3[cH:23][cH:24][c:25]4[cH:26][cH:27][c:28]([C:32](=[O:33])[OH:34])[cH:29][c:30]4[cH:31]3)[cH:20][cH:21]2)[c:4]([Cl:8])[cH:5][cH:6][cH:7]1. Starting materials: C(C1=CC=CC=C1)N1C=C(C2=CC(=CC=C12)Br)CCN(C)C (1-Benzyl-5-bromo-3-[2-(dimethylamino)ethyl]-1H-indole), O (water), [H-].[Na+] (sodium hydride), C(#N)CS(=O)(=O)N(C)C(C1=CC=CC=C1)C1=CC=CC=C1 (1-cyano-N-diphenylmethyl-N-methylmethanesulfonamide), tetrakis(triphenylphospline) palladium(0). The solvent is C1(=CC=CC=C1)C (toluene), C(C)O (ethanol), C1(=CC=CC=C1)C (toluene), COCCOC (ethylene glycol dimethylether). Run at time 18 hour. Product: C(C1=CC=CC=C1)N1C=C(C2=CC(=CC=C12)C(S(=O)(=O)N(C)C(C1=CC=CC=C1)C1=CC=CC=C1)C#N)CCN(C)C (1-[1-Benzyl-3-[2-(dimethylamino)ethyl]-1H-indol-5-yl]-1-cyano-N-diphenylmethyl-N-methylmethanesulfonamide). Isolated yield 34.2%. Reaction SMILES: [C:1]([CH2:3][S:4]([N:7]([CH:9]([C:16]1[CH:21]=[CH:20][CH:19]=[CH:18][CH:17]=1)[C:10]1[CH:15]=[CH:14][CH:13]=[CH:12][CH:11]=1)[CH3:8])(=[O:6])=[O:5])#[N:2].[H-].[Na+].[CH2:24]([N:31]1[C:39]2[C:34](=[CH:35][C:36](Br)=[CH:37][CH:38]=2)[C:33]([CH2:41][CH2:42][N:43]([CH3:45])[CH3:44])=[CH:32]1)[C:25]1[CH:30]=[CH:29][CH:28]=[CH:27][CH:26]=1.O>C1(C)C=CC=CC=1.COCCOC.C(O)C>[CH2:24]([N:31]1[C:39]2[C:34](=[CH:35][C:36]([CH:3]([C:1]#[N:2])[S:4]([N:7]([CH:9]([C:16]3[CH:21]=[CH:20][CH:19]=[CH:18][CH:17]=3)[C:10]3[CH:11]=[CH:12][CH:13]=[CH:14][CH:15]=3)[CH3:8])(=[O:5])=[O:6])=[CH:37][CH:38]=2)[C:33]([CH2:41][CH2:42][N:43]([CH3:44])[CH3:45])=[CH:32]1)[C:25]1[CH:26]=[CH:27][CH:28]=[CH:29][CH:30]=1 |f:1.2|. Reported procedure: To a stirred solution of 1-cyano-N-diphenylmethyl-N-methylmethanesulfonamide (see Example 2(c), 2.36 g, 7.9 mmol) in a mixture of toluene (4 ml) and ethylene glycol dimethylether (1 ml) at 0-5° C. under a nitrogen atmosphere was added sodium hydride (60% dispersion in mineral oil) (577 mg, 14.4 mmol) portionwise, maintaining the temperature below 5° C. Upon completion of the addition, the dark brown solution was warmed to ambient temperature over a 30 min period, before tetrakis(triphenylphospli... The reactants are O=C(Cl)c1ccccc1, CC(C)CC(N)CN1CCCC1C(=O)O, [NH-]CCCCc1ccccc1. The product is CC(C)CC(CN1CCCC1C(=O)O)NC(=O)c1ccccc1, [NH-]CCCCc1ccccc1. Reaction SMILES: [C:27]([c:28]1[cH:29][cH:30][cH:31][cH:32][cH:33]1)(=[O:34])[Cl:35].[NH2:1][CH:2]([CH2:3][N:4]1[CH:5]([C:6](=[O:7])[OH:8])[CH2:9][CH2:10][CH2:11]1)[CH2:12][CH:13]([CH3:14])[CH3:15].[c:16]1([CH2:22][CH2:23][CH2:24][CH2:25][NH-:26])[cH:17][cH:18][cH:19][cH:20][cH:21]1>>[NH:1]([CH:2]([CH2:3][N:4]1[CH:5]([C:6](=[O:7])[OH:8])[CH2:9][CH2:10][CH2:11]1)[CH2:12][CH:13]([CH3:14])[CH3:15])[C:27]([c:28]1[cH:29][cH:30][cH:31][cH:32][cH:33]1)=[O:34].[c:16]1([CH2:22][CH2:23][CH2:24][CH2:25][NH-:26])[cH:17][cH:18][cH:19][cH:20][cH:21]1. Starting materials: CCOC(=O)c1c(-c2ccc(Oc3ccccc3N)cc2)c(C#N)c(CC)n1C, C1CCC2=NCCCN2CC1, ClCCl, CC(C)S(=O)(=O)Cl, O. Yields the product CCOC(=O)c1c(-c2ccc(Oc3ccccc3NS(=O)(=O)C(C)C)cc2)c(C#N)c(CC)n1C. Reaction SMILES: [CH2:12]([CH3:13])[O:14][C:15](=[O:16])[c:17]1[n:18]([CH3:40])[c:19]([CH2:38][CH3:39])[c:20]([C:36]#[N:37])[c:21]1-[c:22]1[cH:23][cH:24][c:25]([O:28][c:29]2[c:30]([NH2:35])[cH:31][cH:32][cH:33][cH:34]2)[cH:26][cH:27]1.[CH2:1]1[CH2:2][CH2:3][C:4]2=[N:9][CH2:8][CH2:7][CH2:6][N:5]2[CH2:10][CH2:11]1.[CH2:49]([Cl:50])[Cl:51].[CH:41]([CH3:42])([CH3:43])[S:44](=[O:45])(=[O:46])[Cl:47].[OH2:48]>>[CH2:12]([CH3:13])[O:14][C:15](=[O:16])[c:17]1[n:18]([CH3:40])[c:19]([CH2:38][CH3:39])[c:20]([C:36]#[N:37])[c:21]1-[c:22]1[cH:23][cH:24][c:25]([O:28][c:29]2[c:30]([NH:35][S:44]([CH:41]([CH3:42])[CH3:43])(=[O:45])=[O:46])[cH:31][cH:32][cH:33][cH:34]2)[cH:26][cH:27]1.